This data is from the Open Reaction Database (ORD), a public repository of structured organic reaction records. The task is: describe an organic reaction: reactants, conditions, products, and yield Reaction SMILES: [CH3:1][S:2](=[O:3])[c:4]1[n:5][n:6]2[c:7]([cH:8][n:9]1)[cH:10][cH:11][c:12]2-[c:13]1[cH:14][cH:15][c:16]([S:19](=[O:20])(=[O:21])[CH3:22])[cH:17][cH:18]1.[CH3:38][N:39]1[CH2:40][CH2:41][CH2:42][C:43]1=[O:44].[Cl:45][CH2:46][Cl:47].[NH2:23][c:24]1[cH:25][cH:26][c:27]([N:30]2[CH2:31][CH2:32][CH:33]([CH2:36][OH:37])[CH2:34][CH2:35]2)[cH:28][cH:29]1>>[c:4]1([NH:23][c:24]2[cH:25][cH:26][c:27]([N:30]3[CH2:31][CH2:32][CH:33]([CH2:36][OH:37])[CH2:34][CH2:35]3)[cH:28][cH:29]2)[n:5][n:6]2[c:7]([cH:8][n:9]1)[cH:10][cH:11][c:12]2-[c:13]1[cH:14][cH:15][c:16]([S:19](=[O:20])(=[O:21])[CH3:22])[cH:17][cH:18]1. The product is CS(=O)(=O)c1ccc(-c2ccc3cnc(Nc4ccc(N5CCC(CO)CC5)cc4)nn23)cc1. Starting materials: CS(=O)c1ncc2ccc(-c3ccc(S(C)(=O)=O)cc3)n2n1, CN1CCCC1=O, ClCCl, Nc1ccc(N2CCC(CO)CC2)cc1. Reactants: BrCCOC1OCCCC1 (2-(2-bromoethoxy)tetrahydro-2H-pyran), Cl.CC1=CN=CC2=CC=CC(=C12)NC1CCNCC1 (4-(4-methyl-5-isoquinolyl)aminopiperidine hydrochloride). The product is Cl.OCCN1CCC(CC1)NC1=C2C(=CN=CC2=CC=C1)C (1-(2-Hydroxyethyl)-4-(4-methyl-5-isoquinolyl)aminopiperidine hydrochloride). As a reaction SMILES: Br[CH2:2][CH2:3][O:4]C1CCCCO1.[ClH:11].[CH3:12][C:13]1[C:22]2[C:17](=[CH:18][CH:19]=[CH:20][C:21]=2[NH:23][CH:24]2[CH2:29][CH2:28][NH:27][CH2:26][CH2:25]2)[CH:16]=[N:15][CH:14]=1>>[ClH:11].[OH:4][CH2:3][CH2:2][N:27]1[CH2:28][CH2:29][CH:24]([NH:23][C:21]2[CH:20]=[CH:19][CH:18]=[C:17]3[C:22]=2[C:13]([CH3:12])=[CH:14][N:15]=[CH:16]3)[CH2:25][CH2:26]1 |f:1.2,3.4|. Procedure details: According to the method of Example 144, an alkylation reaction with 2-(2-bromoethoxy)tetrahydro-2H-pyran and a deprotection reaction were performed by using the compound of Example 106 to obtain the title compound. Reactants: OC=1C(C(C1O)=O)=O (3,4-dihydroxy-3-cyclobutene-1,2-dione), C1(=CC=C(C=C1)S(=O)(=O)[O-])C.CC1=[N+](C2=C3C(=CC=C2C1(C)C)C=CC=C3)CCC (2,3,3-trimethyl1-propyl-3H-benzoindolium p-toluenesulfonate), C(CCC)O (butanol). Solvent: C1=CC=CC=C1 (benzene). Product: N1=CC=CC2=CC=CC=C12 (quinoline). Isolated yield 89.8%. Reaction SMILES: OC1C(=O)C(=O)C=1O.C1(C)C=CC(S([O-])(=O)=O)=CC=1.CC1C(C)(C)[C:28]2[C:23](=[C:24]3C=CC=C[C:25]3=[CH:26][CH:27]=2)[N+:22]=1[CH2:36][CH2:37][CH3:38].C(O)CCC>C1C=CC=CC=1>[N:22]1[C:23]2[C:24](=[CH:25][CH:26]=[CH:27][CH:28]=2)[CH:38]=[CH:37][CH:36]=1 |f:1.2|. Procedure details: A mixture of 0.80 g of 3,4-dihydroxy-3-cyclobutene-1,2-dione, 5.99 g of 2,3,3-trimethyl1-propyl-3H-benzoindolium p-toluenesulfonate obtained in Reference Example 1, 1.64 g of quinoline, 30 ml of butanol and 30 ml of benzene was stirred under reflux for 11 hours. After the reaction solution was concentrated, 30 ml of ethanol was added to the residue, followed by heating for 30 minutes. After cooling, the crystals were filtered off and dried in vacuo to give 2.07 g of Compound 2. Starting materials: ClC1=C(C=NN1C1=CC=C(C(=O)OC)C=C1)C(NC1CCCCC1)=O (methyl 4-[5-chloro-4-(cyclohexylcarbamoyl)pyrazol-1-yl]benzoate), C(CC)S (Propane thiol), solution, C[Si](C)(C)[N-][Si](C)(C)C.[Na+] (NaHMDS). Run in C(C)(=O)OCC (ethyl acetate), CN(C)C=O (DMF), CN(C)C=O (DMF), C1CCOC1 (THF). Run at time 15 minute. Product: C1(CCCCC1)NC(=O)C=1C=NN(C1SCCC)C1=CC=C(C(=O)OC)C=C1 (Methyl 4-[4-(cyclohexylcarbamoyl)-5-propylsulfanyl-pyrazol-1-yl]benzoate). As a reaction SMILES: [CH2:1]([SH:4])[CH2:2][CH3:3].C[Si]([N-][Si](C)(C)C)(C)C.[Na+].Cl[C:16]1[N:20]([C:21]2[CH:30]=[CH:29][C:24]([C:25]([O:27][CH3:28])=[O:26])=[CH:23][CH:22]=2)[N:19]=[CH:18][C:17]=1[C:31](=[O:39])[NH:32][CH:33]1[CH2:38][CH2:37][CH2:36][CH2:35][CH2:34]1>CN(C=O)C.C1COCC1.C(OCC)(=O)C>[CH:33]1([NH:32][C:31]([C:17]2[CH:18]=[N:19][N:20]([C:21]3[CH:30]=[CH:29][C:24]([C:25]([O:27][CH3:28])=[O:26])=[CH:23][CH:22]=3)[C:16]=2[S:4][CH2:1][CH2:2][CH3:3])=[O:39])[CH2:38][CH2:37][CH2:36][CH2:35][CH2:34]1 |f:1.2|. Procedure: Propane thiol (88 mg, 1.16 mmol) was dissolved in DMF (5 mL) and treated at ambient temperature with a 1M solution of NaHMDS in THF (1.16 mL). After stiffing for 15 min the clear solution was added to a suspension of methyl 4-[5-chloro-4-(cyclohexylcarbamoyl)pyrazol-1-yl]benzoate (Intermediate#15) (378 mg, 1.05 mmol) in DMF (10 mL). Stiffing was continued at ambient temperature for 2 h and then the reaction mixture was diluted with ethyl acetate (100 mL), washed with water (4×25 mL) and dried (M... Starting materials: hydrazide, O[C@H]1[C@@H](CC2=CC=CC=C12)C(=O)O ((1S,2R)-1-hydroxy-2-carboxyindane), N(=O)[O-].[Na+] (sodium nitrite). Solvent: OS(=O)(=O)O (H2SO4). Run at temperature 2.5 celsius. Yields the product O[C@@H]1[C@@H](CCC2=CC=CC=C12)N ((1S,2R)-1-hydroxy-2-aminotetralin). As a reaction SMILES: [OH:1][C@@H:2]1[C:10]2[C:5](=[CH:6][CH:7]=[CH:8][CH:9]=2)[CH2:4][C@H:3]1[C:11](O)=O.[N:14]([O-])=O.[Na+]>OS(O)(=O)=O>[OH:1][C@H:2]1[C:10]2[C:5](=[CH:6][CH:7]=[CH:8][CH:9]=2)[CH2:4][CH2:3][C@H:11]1[NH2:14] |f:1.2|. Reported procedure: The hydrazide of (1S,2R)-1-hydroxy-2-carboxyindane (0.5 gram) is reacted with a solution of 0.5 grams of sodium nitrite in 10 ml of 5% H2SO4. The reaction mixture is maintained for 1 hour at 0-5° C., followed extraction of the reaction mixture with ethyl acetate, followed by basification of the resulting aqueous solution with NaOH, extraction with methyl t-butyl ether, drying of the extracts over MgSO4, filtration, and the removal of solvent by rotary evaporation. The product (1S,2R)-1-hydroxy-2...